Dataset: the Open Reaction Database (ORD), a public repository of structured organic reaction records. Task: describe an organic reaction: reactants, conditions, products, and yield Starting materials: [Li]CCCC, CCOC1=CC(=O)CC1, CCCC[SnH](CCCC)CCCC, C1CCOC1, CC(C)NC(C)C, ClCCl. Yields the product CCCC[Sn](CCCC)(CCCC)C1=CC(=O)CC1. RXN SMILES: [CH2:17]([Li:18])[CH2:19][CH2:20][CH3:21].[CH2:1]([O:2][C:4]1=[CH:5][C:6](=[O:9])[CH2:7][CH2:8]1)[CH3:3].[CH2:22]([CH2:23][CH2:24][CH3:25])[SnH:26]([CH2:27][CH2:28][CH2:29][CH3:30])[CH2:31][CH2:32][CH2:33][CH3:34].[CH2:35]1[O:36][CH2:37][CH2:38][CH2:39]1.[CH:10]([NH:11][CH:12]([CH3:13])[CH3:14])([CH3:15])[CH3:16].[Cl:40][CH2:41][Cl:42]>>[C:4]1([Sn:26]([CH2:22][CH2:23][CH2:24][CH3:25])([CH2:27][CH2:28][CH2:29][CH3:30])[CH2:31][CH2:32][CH2:33][CH3:34])=[CH:5][C:6](=[O:9])[CH2:7][CH2:8]1. The reactants are CC([O-])=S, Cc1ccc(S(=O)(=O)OCC2CCCCO2)cc1, CCOC(C)=O, [K+], CN(C)C=O. Product: CC(=O)SCC1CCCCO1. RXN SMILES: [C:19]([CH3:20])(=[S:21])[O-:22].[CH3:1][c:2]1[cH:3][cH:4][c:5]([S:6]([O:7][CH2:12][CH:13]2[O:14][CH2:15][CH2:16][CH2:17][CH2:18]2)(=[O:8])=[O:9])[cH:10][cH:11]1.[CH3:29][CH2:30][O:31][C:32](=[O:33])[CH3:34].[K+:23].[O:24]=[CH:25][N:26]([CH3:27])[CH3:28]>>[CH2:12]([CH:13]1[O:14][CH2:15][CH2:16][CH2:17][CH2:18]1)[S:21][C:19]([CH3:20])=[O:22]. RXN SMILES: [NH2:1][C:2]1[N:7]=[C:6]([O:8][CH2:9][C:10]2[CH:19]=[C:18]3[C:13]([C:14](=O)[CH2:15][CH2:16][O:17]3)=[CH:12][CH:11]=2)[CH:5]=[C:4]([C:21]2([O:27][CH3:28])[CH2:26][CH2:25][O:24][CH2:23][CH2:22]2)[N:3]=1.Cl.[NH2:30][OH:31]>>[NH2:1][C:2]1[N:7]=[C:6]([O:8][CH2:9][C:10]2[CH:19]=[C:18]3[C:13]([C:14](=[N:30][OH:31])[CH2:15][CH2:16][O:17]3)=[CH:12][CH:11]=2)[CH:5]=[C:4]([C:21]2([O:27][CH3:28])[CH2:26][CH2:25][O:24][CH2:23][CH2:22]2)[N:3]=1 |f:1.2|. The reactants are NC1=NC(=CC(=N1)OCC1=CC=C2C(CCOC2=C1)=O)C1(CCOCC1)OC (7-[2-amino-6-(4-methoxytetrahydropyran-4-yl)pyrimidin-4-yloxymethyl]chroman-4-one), Cl.NO (hydroxylamine hydrochloride). Reported procedure: Using an analogous procedure to that described in Example 43, 7-[2-amino-6-(4-methoxytetrahydropyran-4-yl)pyrimidin-4-yloxymethyl]chroman-4-one was reacted with hydroxylamine hydrochloride to give 7-[2-amino-6-(4-methoxytetrahydropyran-4-yl)pyrimidin-4-yloxymethyl]chroman-4-one oxime in 79% yield, m.p. 224°-228° C.; The product is NC1=NC(=CC(=N1)OCC1=CC=C2C(CCOC2=C1)=NO)C1(CCOCC1)OC (7-[2-amino-6-(4-methoxytetrahydropyran-4-yl)pyrimidin-4-yloxymethyl]chroman-4-one oxime). Isolated yield 79.0%. Starting materials: ClC=1C=C2CCN(C(C2=CC1)=O)C=1C=NC=C(C1)OC (6-Chloro-2-(5-methoxy-pyridin-3-yl)-3,4-dihydro-2H-isoquinolin-1-one). Run in Br (HBr). Reaction conditions: time 8 hour. Product: ClC=1C=C2CCN(C(C2=CC1)=O)C=1C=NC=C(C1)O (6-Chloro-2-(5-hydroxy-pyridin-3-yl)-3,4-dihydro-2H-isoquinolin-1-one). Yield: 74.3%. As a reaction SMILES: [Cl:1][C:2]1[CH:3]=[C:4]2[C:9](=[CH:10][CH:11]=1)[C:8](=[O:12])[N:7]([C:13]1[CH:14]=[N:15][CH:16]=[C:17]([O:19]C)[CH:18]=1)[CH2:6][CH2:5]2>Br>[Cl:1][C:2]1[CH:3]=[C:4]2[C:9](=[CH:10][CH:11]=1)[C:8](=[O:12])[N:7]([C:13]1[CH:14]=[N:15][CH:16]=[C:17]([OH:19])[CH:18]=1)[CH2:6][CH2:5]2. Procedure: 6-Chloro-2-(5-methoxy-pyridin-3-yl)-3,4-dihydro-2H-isoquinolin-1-one (1.44 g, 5 mmol, example 10) was dissolved in aq. HBr (48%, 20 mL). The reaction mixture was heated to reflux temperature and stirred overnight. After cooling to room temperature, it was carefully neutralized with satd. aq. NaHCO3 solution and extracted with EtOAc (2×25 mL). The organic layer was dried over anhy. Na2SO4, filtered and concentrated in vacuo to give a crude product (1.02 g, 74%) as brown oil. MS: 275.1 (M+H+). Starting materials: C(C#CC)(=O)OC (methyl tetrolate), ice water, C(C)C1(NC(CC(C1C)O)(C)CC)C (2,6-diethyl-2,3,6-trimethyl-4-piperidinol), C(C)C1(NC(CC(C1C)O)(C)CC)C (2,6-diethyl-2,3,6-trimethyl-4-piperidinol), [H-].[Na+] (sodium hydride). Solvent: C1=CC=CC=C1 (benzene), C1=CC=CC=C1 (benzene). Conditions: time 30 minute. Product: C(C)C1(NC(CC(C1C)O\C(=C/C(=O)OC)\C)(C)CC)C (Methyl 3-(2,6-diethyl-2,3,6-trimethyl-4-piperidyloxy)crotonate). Yield: 76.0%. As a reaction SMILES: [CH2:1]([C:3]1([CH3:14])[CH:8]([CH3:9])[CH:7]([OH:10])[CH2:6][C:5]([CH2:12][CH3:13])([CH3:11])[NH:4]1)[CH3:2].[H-].[Na+].[C:17]([O:22][CH3:23])(=[O:21])[C:18]#[C:19][CH3:20]>C1C=CC=CC=1>[CH2:1]([C:3]1([CH3:14])[CH:8]([CH3:9])[CH:7]([O:10]/[C:19](/[CH3:20])=[CH:18]\[C:17]([O:22][CH3:23])=[O:21])[CH2:6][C:5]([CH2:12][CH3:13])([CH3:11])[NH:4]1)[CH3:2] |f:1.2|. Procedure: To a solution of 3.0 g of 2,6-diethyl-2,3,6-trimethyl-4-piperidinol (Compound 1) in 30 ml of benzene was added, in small portions at room temperature, 0.72 g of 50 % sodium hydride. The mixture was then stirred for 30 minutes at room temperature. A solution of 2.2 g of methyl tetrolate in 10 ml of benzene was then added dropwise, with ice-cooling to the mixture and the whole mixture was stirred at room temperature for 64 hours. The mixture was then poured into ice water and extracted with ethyl ... The reactants are BrC=1C=C2C(=NC1)NC=C2C=O (5-bromo-1H-pyrrolo[2,3-b]pyridine-3-carbaldehyde), C(C)(C)(C)NS(=O)(=O)C=1C(=CC=CC1)C1=CC(=C(C=C1)B1OC(C(O1)(C)C)(C)C)F (N-(tert-butyl)-3′-fluoro-4′-(4,4,5,5-tetramethyl-1,3,2-dioxaborolan-2-yl)-[1,1′-biphenyl]-2-sulfonamide). Product: C(C)(C)(C)NS(=O)(=O)C=1C(=CC=CC1)C1=CC(=C(C=C1)C=1C=C2C(=NC1)NC=C2C=O)F (N-(tert-butyl)-3′-fluoro-4′-(3-formyl-1H-pyrrolo[2,3-b]pyridin-5-yl)-[1,1′-biphenyl]-2-sulfonamide). Reaction SMILES: Br[C:2]1[CH:3]=[C:4]2[C:10]([CH:11]=[O:12])=[CH:9][NH:8][C:5]2=[N:6][CH:7]=1.[C:13]([NH:17][S:18]([C:21]1[C:22]([C:27]2[CH:32]=[CH:31][C:30](B3OC(C)(C)C(C)(C)O3)=[C:29]([F:42])[CH:28]=2)=[CH:23][CH:24]=[CH:25][CH:26]=1)(=[O:20])=[O:19])([CH3:16])([CH3:15])[CH3:14]>>[C:13]([NH:17][S:18]([C:21]1[C:22]([C:27]2[CH:32]=[CH:31][C:30]([C:2]3[CH:3]=[C:4]4[C:10]([CH:11]=[O:12])=[CH:9][NH:8][C:5]4=[N:6][CH:7]=3)=[C:29]([F:42])[CH:28]=2)=[CH:23][CH:24]=[CH:25][CH:26]=1)(=[O:20])=[O:19])([CH3:16])([CH3:14])[CH3:15]. Procedure: The title compound was prepared using analogous conditions to those described in Example 88 using 5-bromo-1H-pyrrolo[2,3-b]pyridine-3-carbaldehyde and N-(tert-butyl)-3′-fluoro-4′-(4,4,5,5-tetramethyl-1,3,2-dioxaborolan-2-yl)-[1,1′-biphenyl]-2-sulfonamide. MS (ESI): mass calcd. for C24H22FN3O3S, 451.14; m/z found, 452.2 [M+H]+. The reactants are O=C(O)c1c[nH]c2c(=O)[nH]c3ccccc3c12, NCCCO. Yields the product O=C(NCCCO)c1c[nH]c2c(=O)[nH]c3ccccc3c12. As a reaction SMILES: [O:1]=[c:2]1[nH:3][c:4]2[cH:5][cH:6][cH:7][cH:8][c:9]2[c:10]2[c:11]1[nH:12][cH:13][c:14]2[C:15](=[O:16])[OH:17].[OH:18][CH2:19][CH2:20][CH2:21][NH2:22]>>[O:1]=[c:2]1[nH:3][c:4]2[cH:5][cH:6][cH:7][cH:8][c:9]2[c:10]2[c:11]1[nH:12][cH:13][c:14]2[C:15](=[O:17])[NH:22][CH2:21][CH2:20][CH2:19][OH:18]. Reactants: [Al+3], [Cl-], [Cl-], [Cl-], COc1ccc(-c2nc(-c3c(F)cccc3Cl)nn2C)cc1Cl, O, c1ccccc1. RXN SMILES: [Al+3:31].[Cl-:30].[Cl-:32].[Cl-:33].[Cl:7][c:8]1[c:9](-[c:15]2[n:16][n:17]([CH3:29])[c:18](-[c:20]3[cH:21][c:22]([Cl:28])[c:23]([O:26][CH3:27])[cH:24][cH:25]3)[n:19]2)[c:10]([F:14])[cH:11][cH:12][cH:13]1.[OH2:34].[cH:1]1[cH:2][cH:3][cH:4][cH:5][cH:6]1>>[Cl:7][c:8]1[c:9](-[c:15]2[n:16][n:17]([CH3:29])[c:18](-[c:20]3[cH:21][c:22]([Cl:28])[c:23]([OH:26])[cH:24][cH:25]3)[n:19]2)[c:10]([F:14])[cH:11][cH:12][cH:13]1. Yields the product Cn1nc(-c2c(F)cccc2Cl)nc1-c1ccc(O)c(Cl)c1. Reactants: O=C([O-])[O-], C#Cc1ccsc1, CC#N, CC(C)c1cc(S(=O)(=O)[O-])cc(C(C)C)c1-c1ccccc1P(C1CCCCC1)C1CCCCC1, Clc1cccnc1, [Cs+], [Cs+], [Na+], O. Yields the product C(#Cc1ccsc1)c1cccnc1. As a reaction SMILES: [C:51](=[O:52])([O-:53])[O-:54].[C:8](#[CH:9])[c:10]1[cH:11][s:12][cH:13][cH:14]1.[CH3:57][C:58]#[N:59].[CH:15]1([P:16]([CH:17]2[CH2:18][CH2:19][CH2:20][CH2:21][CH2:22]2)[c:23]2[cH:24][cH:25][cH:26][cH:27][c:28]2-[c:29]2[c:30]([CH:31]([CH3:32])[CH3:33])[cH:34][c:35]([S:36]([O-:37])(=[O:38])=[O:39])[cH:40][c:41]2[CH:42]([CH3:43])[CH3:44])[CH2:45][CH2:46][CH2:47][CH2:48][CH2:49]1.[Cl:1][c:2]1[cH:3][n:4][cH:5][cH:6][cH:7]1.[Cs+:55].[Cs+:56].[Na+:50].[OH2:60]>>[c:2]1([C:9]#[C:8][c:10]2[cH:11][s:12][cH:13][cH:14]2)[cH:3][n:4][cH:5][cH:6][cH:7]1.